Dataset: the Open Reaction Database (ORD), a public repository of structured organic reaction records. Task: describe an organic reaction: reactants, conditions, products, and yield Reactants: BrCC1CC1, O=C([O-])[O-], COC(=O)CCc1ccc(Cn2c(-c3cccnc3O)nc3cc(F)c(F)cc32)cc1, CC(C)=O, [Cs+], [Cs+]. Product: COC(=O)CCc1ccc(Cn2c(-c3cccnc3OCC3CC3)nc3cc(F)c(F)cc32)cc1. Reaction SMILES: [Br:38][CH2:39][CH:40]1[CH2:41][CH2:42]1.[C:32](=[O:33])([O-:34])[O-:35].[CH3:1][O:2][C:3]([CH2:4][CH2:5][c:6]1[cH:7][cH:8][c:9]([CH2:12][n:13]2[c:14](-[c:24]3[c:25]([OH:30])[n:26][cH:27][cH:28][cH:29]3)[n:15][c:16]3[c:17]2[cH:18][c:19]([F:23])[c:20]([F:22])[cH:21]3)[cH:10][cH:11]1)=[O:31].[CH3:43][C:44](=[O:45])[CH3:46].[Cs+:36].[Cs+:37]>>[CH3:1][O:2][C:3]([CH2:4][CH2:5][c:6]1[cH:7][cH:8][c:9]([CH2:12][n:13]2[c:14](-[c:24]3[c:25]([O:30][CH2:39][CH:40]4[CH2:41][CH2:42]4)[n:26][cH:27][cH:28][cH:29]3)[n:15][c:16]3[c:17]2[cH:18][c:19]([F:23])[c:20]([F:22])[cH:21]3)[cH:10][cH:11]1)=[O:31]. Starting materials: BrBr (bromine), C(C)(=O)[O-].[Na+] (sodium acetate), FC(C1=NC=CC(=N1)C1=C(C=CC=C1)NC(C(C)(C)C)=O)(F)F (N-[2-[2-(trifluoromethyl)4-pyrimidinyl]phenyl]-2,2-dimethylpropanamide). Run in C(C)(=O)O (acetic acid), C(C)(=O)O (acetic acid), O (water). Reaction conditions: time 1 hour. The product is BrC1=CC(=C(C=C1)NC(C(C)(C)C)=O)C1=NC(=NC=C1)C(F)(F)F (N-[4-bromo-2-[2-(trifluoromethyl)-4-pyrimidinyl]phenyl]-2,2-dimethylpropanamide). Yield: 88.4%. RXN SMILES: [F:1][C:2]([F:23])([F:22])[C:3]1[N:8]=[C:7]([C:9]2[CH:14]=[CH:13][CH:12]=[CH:11][C:10]=2[NH:15][C:16](=[O:21])[C:17]([CH3:20])([CH3:19])[CH3:18])[CH:6]=[CH:5][N:4]=1.C([O-])(=O)C.[Na+].[Br:29]Br>C(O)(=O)C.O>[Br:29][C:13]1[CH:12]=[CH:11][C:10]([NH:15][C:16](=[O:21])[C:17]([CH3:19])([CH3:20])[CH3:18])=[C:9]([C:7]2[CH:6]=[CH:5][N:4]=[C:3]([C:2]([F:1])([F:22])[F:23])[N:8]=2)[CH:14]=1 |f:1.2|. Reported procedure: 3 g N-[2-[2-(trifluoromethyl)4-pyrimidinyl]phenyl]-2,2-dimethylpropanamide was dissolved in 30 mL glacial acetic acid, 5 g anhydrous sodium acetate was added, and a solution of 2.8 g bromine in 5 mL acetic acid was added dropwise with stirring over 1 h. The reaction mixture was stirred at room temperature overnight, after which it was diluted with water. The precipitate was collected by filtration, washed well with water, then with hexane, and was dried in a vacuum oven overnight to yield 3.3 g ... The reactants are FC(C1=CC=C(C=C1)C1=NSC2=C1C=CC(=C2)OS(=O)(=O)C(F)(F)F)(F)F (Trifluoro-methanesulfonic acid 3-(4-trifluoromethyl-phenyl)-benzo[d]isothiazol-6-yl ester), C(C)N(CCO)C1(CCCCC1)C#C (2-[Ethyl-(1-ethynyl-cyclohexyl)-amino]-ethanol). Product: C(C)N(CCO)C1(CCCCC1)C#CC1=CC2=C(C(=NS2)C2=CC=C(C=C2)C(F)(F)F)C=C1 (2-(Ethyl-{1-[3-(4-trifluoromethyl-phenyl)-benzo[d]isothiazol-6-ylethynyl]-cyclohexyl}-amino)-ethanol). Reaction SMILES: [F:1][C:2]([F:27])([F:26])[C:3]1[CH:8]=[CH:7][C:6]([C:9]2[C:13]3[CH:14]=[CH:15][C:16](OS(C(F)(F)F)(=O)=O)=[CH:17][C:12]=3[S:11][N:10]=2)=[CH:5][CH:4]=1.[CH2:28]([N:30]([C:34]1([C:40]#[CH:41])[CH2:39][CH2:38][CH2:37][CH2:36][CH2:35]1)[CH2:31][CH2:32][OH:33])[CH3:29]>>[CH2:28]([N:30]([C:34]1([C:40]#[C:41][C:16]2[CH:15]=[CH:14][C:13]3[C:9]([C:6]4[CH:5]=[CH:4][C:3]([C:2]([F:26])([F:27])[F:1])=[CH:8][CH:7]=4)=[N:10][S:11][C:12]=3[CH:17]=2)[CH2:39][CH2:38][CH2:37][CH2:36][CH2:35]1)[CH2:31][CH2:32][OH:33])[CH3:29]. Procedure details: In analogy to example 14.1, Trifluoro-methanesulfonic acid 3-(4-trifluoromethyl-phenyl)-benzo[d]isothiazol-6-yl ester and 2-[Ethyl-(1-ethynyl-cyclohexyl)-amino]-ethanol were converted to yield 2-(Ethyl-{1-[3-(4-trifluoromethyl-phenyl)-benzo[d]isothiazol-6-ylethynyl]-cyclohexyl}-amino)-ethanol as brown oil, MS: 473.3 (MH+).